This data is from the Open Reaction Database (ORD), a public repository of structured organic reaction records. The task is: describe an organic reaction: reactants, conditions, products, and yield Starting materials: FC(C1=CC(=CC=C1)OC1=CC=C(C=C1)CC(=O)OC)(F)F (methyl [p-(α,α,α-trifluoro-m-tolyloxy)phenyl]acetate), [OH-].[K+] (KOH). The solvent is O (water), O (water). The product is FC(C1=CC(=CC=C1)OC1=CC=C(C=C1)CC(=O)O)(F)F ([p-(α,α,α-Trifluoro-m-tolyloxy)phenyl]acetic Acid). Reaction SMILES: [F:1][C:2]([F:22])([F:21])[C:3]1[CH:8]=[CH:7][CH:6]=[C:5]([O:9][C:10]2[CH:15]=[CH:14][C:13]([CH2:16][C:17]([O:19]C)=[O:18])=[CH:12][CH:11]=2)[CH:4]=1.[OH-].[K+]>O>[F:1][C:2]([F:21])([F:22])[C:3]1[CH:8]=[CH:7][CH:6]=[C:5]([O:9][C:10]2[CH:15]=[CH:14][C:13]([CH2:16][C:17]([OH:19])=[O:18])=[CH:12][CH:11]=2)[CH:4]=1 |f:1.2|. Reported procedure: A mixture of 12.40 g of methyl [p-(α,α,α-trifluoro-m-tolyloxy)phenyl]acetate, 30 ml of 20% KOH and 10 ml of water is refluxed overnight. After dilution with 250 ml of water, the clear orange solution is acidified and extracted with two 50 ml portions of chloroform. The combined organic extracts are washed with two 50 ml portions of water, saturated brine, and dried over MgSO4. Evaporation of the solvent affords white crystals, mp 61°-63° C (from petroleum ether). Recrystallization from petroleum...